Dataset: the Open Reaction Database (ORD), a public repository of structured organic reaction records. Task: describe an organic reaction: reactants, conditions, products, and yield Starting materials: FC=1C=C(C=CC1C1CN(CC1)CC1=CC=CC=C1)N1C(O[C@H](C1)CNC(C)=O)=O ((5S)-N-[[3-[3-Fluoro-4-[-1-(phenylmethyl)-3-pyrrolidinyl]phenyl]-2-oxo-5-oxazolidinyl]methyl]acetamide). Reagents/catalysts: [OH-].[OH-].[Pd+2] (palladium hydroxide on carbon). The solvent is CO (methanol). Conditions: time 18 hour. Product: FC=1C=C(C=CC1C1CNCC1)N1C(O[C@H](C1)CNC(C)=O)=O ((5S)-N-[[3-[3-Fluoro-4-(3-pyrrolidinyl)phenyl]-2-oxo-5-oxazolidinyl]methyl]acetamide). RXN SMILES: [F:1][C:2]1[CH:3]=[C:4]([N:20]2[CH2:24][C@H:23]([CH2:25][NH:26][C:27](=[O:29])[CH3:28])[O:22][C:21]2=[O:30])[CH:5]=[CH:6][C:7]=1[CH:8]1[CH2:12][CH2:11][N:10](CC2C=CC=CC=2)[CH2:9]1>CO.[OH-].[OH-].[Pd+2]>[F:1][C:2]1[CH:3]=[C:4]([N:20]2[CH2:24][C@H:23]([CH2:25][NH:26][C:27](=[O:29])[CH3:28])[O:22][C:21]2=[O:30])[CH:5]=[CH:6][C:7]=1[CH:8]1[CH2:12][CH2:11][NH:10][CH2:9]1 |f:2.3.4|. Procedure: A mixture of (5S)-N-[[3-[3-fluoro-4-[1-(phenylmethyl)-3-pyrrolidinyl]phenyl]-2-oxo-5-oxazolidinyl]methyl]acetamide (EXAMPLE 41, 1.09 g) and 20% palladium hydroxide on carbon (545 mg) in methanol (30 mL) is shaken on the Parr apparatus under a hydrogen atmosphere at 40 psi for 1.5 hours and at 10 psi for 18 hours. The catalyst is then removed by filtration through Celite, and the filtrate is concentrated under reduced pressure to give the title compound, NMR (CDCl3, 400 MHz) 7.39, 7.24, 7.11, 6.3...